From a dataset of the Open Reaction Database (ORD), a public repository of structured organic reaction records. describe an organic reaction: reactants, conditions, products, and yield The reactants are FC1=C(C(=CC=C1)[N+](=O)[O-])CC(=O)O ((2-fluoro-6-nitrophenyl)acetic acid). Reagents/catalysts: [Pd] (palladium on carbon). Run in C(C)(=O)O (acetic acid). The product is FC1=C2CC(NC2=CC=C1)=O (4-fluoro-1,3-dihydro-2H-indol-2-one). Yield: 67.8%. Reaction SMILES: [F:1][C:2]1[CH:7]=[CH:6][CH:5]=[C:4]([N+:8]([O-])=O)[C:3]=1[CH2:11][C:12]([OH:14])=O>C(O)(=O)C.[Pd]>[F:1][C:2]1[CH:7]=[CH:6][CH:5]=[C:4]2[C:3]=1[CH2:11][C:12](=[O:14])[NH:8]2. Procedure: (2-fluoro-6-nitrophenyl)acetic acid (3.3 g, 16.6 mmol) was dissolved in acetic acid (20 mL) and hydrogenated over palladium on carbon (10%, 0.5 g) at 50 psi for 24 hours. The catalyst was removed by filtration through the Celite® reagent, which was washed with methanol, and the combined organics were then evaporated. The reaction mixture was then dissolved in ethanol (100 mL), 50 mg of para-toluenesulfonic acid was added, and the mixture heated under reflux for 1 hour. The mixture was poured int... The reactants are COCOC1=CC=C(C=C(C(=O)OCC)C(=O)OCC)C=C1 (diethyl 2-(4-methoxymethoxybenzylidene)malonate). Reagents/catalysts: [Pd] (palladium on carbon). The product is COCOC1=CC=C(CC(C(=O)OCC)C(=O)OCC)C=C1 (Diethyl 2-(4-methoxymethoxybenzyl)malonate). Isolated yield 99.7%. Reaction SMILES: [CH3:1][O:2][CH2:3][O:4][C:5]1[CH:22]=[CH:21][C:8]([CH:9]=[C:10]([C:16]([O:18][CH2:19][CH3:20])=[O:17])[C:11]([O:13][CH2:14][CH3:15])=[O:12])=[CH:7][CH:6]=1>[Pd]>[CH3:1][O:2][CH2:3][O:4][C:5]1[CH:6]=[CH:7][C:8]([CH2:9][CH:10]([C:16]([O:18][CH2:19][CH3:20])=[O:17])[C:11]([O:13][CH2:14][CH3:15])=[O:12])=[CH:21][CH:22]=1. Procedure details: In a similar manner to that described in Reference example 1(d), a reaction was carried out using diethyl 2-(4-methoxymethoxybenzylidene)malonate (4.98 g) and palladium on carbon (5%, 0.50 g) and the reaction mixture was treated to afford the desired compound (5.00 g) as a syrup. Reactants: 0.25h, Cl (hydrogen chloride), 0.25h, O1C(CCC1)C(=O)Cl (2-Tetrahydrofuroyl chloride), [N+](=[N-])=C (diazomethane). The solvent is CCOCC (ether), ClCCl (dichloromethane), CCOCC (ether). Product: ClCC(=O)C1OCCC1 ((RS)-2-Chloroacetyltetrahydrofuran). The yield is 41.0%. As a reaction SMILES: [O:1]1[CH2:5][CH2:4][CH2:3][CH:2]1[C:6](Cl)=[O:7].[N+](=[CH2:11])=[N-].[ClH:12]>CCOCC.ClCCl>[Cl:12][CH2:11][C:6]([CH:2]1[CH2:3][CH2:4][CH2:5][O:1]1)=[O:7]. Procedure: Oxalyl chloride (5.2ml, 60mmol) and DMF (1 drop) were added to (RS)-2-tetrahydrofuroic acid (W. E. Kaufmann and R. Adams, J.Amer.Chem.Soc., 1923, 45, 3029) (4.64g, 40mmol) in dichloromethane (25ml). The mixture was stirred 1h, evaporated in vacuo, dichloromethane added and reevaporated to give 2-tetrahydrofuroyl chloride, vmax (CH2Cl2) 1795cm-1. 2-Tetrahydrofuroyl chloride in ether (25ml) and dichloromethane (10ml) was added dropwise to an ice bath cooled solution of diazomethane (ca 80mmol) in ... The reactants are O=C([O-])[O-], NCc1ccccc1, CCCCO, [K+], [K+], Nc1nc(Cl)ccc1[N+](=O)[O-]. Yields the product Nc1nc(NCc2ccccc2)ccc1[N+](=O)[O-]. Reaction SMILES: [C:20](=[O:21])([O-:22])[O-:23].[CH2:12]([c:13]1[cH:14][cH:15][cH:16][cH:17][cH:18]1)[NH2:19].[CH2:26]([OH:27])[CH2:28][CH2:29][CH3:30].[K+:24].[K+:25].[NH2:1][c:2]1[n:3][c:4]([Cl:11])[cH:5][cH:6][c:7]1[N+:8](=[O:9])[O-:10]>>[NH2:1][c:2]1[n:3][c:4]([NH:19][CH2:12][c:13]2[cH:14][cH:15][cH:16][cH:17][cH:18]2)[cH:5][cH:6][c:7]1[N+:8](=[O:9])[O-:10]. The reactants are [Si](C1=CC=CC=C1)(C1=CC=CC=C1)(C(C)(C)C)OC1CN(C1)C=1SC=C(N1)CNS(=O)(=O)C1=CC=CC=C1 (3-t-butyldiphenylsilyloxy-1-[4-(benzenesulfonylamino)methyl-1,3-thiazol-2-yl]azetidine), [F-].C(CCC)[N+](CCCC)(CCCC)CCCC (tetra-n-butylammonium fluoride). Run in O1CCCC1 (tetrahydrofuran), O1CCCC1 (tetrahydrofuran). Conditions: time 2 hour. The product is C1(=CC=CC=C1)S(=O)(=O)NCC=1N=C(SC1)N1CC(C1)O (1-[4-(benzenesulfonylamino)methyl-1,3-thiazol-2-yl]-3-hydroxyazetidine). Yield: 65.8%. As a reaction SMILES: [Si]([O:18][CH:19]1[CH2:22][N:21]([C:23]2[S:24][CH:25]=[C:26]([CH2:28][NH:29][S:30]([C:33]3[CH:38]=[CH:37][CH:36]=[CH:35][CH:34]=3)(=[O:32])=[O:31])[N:27]=2)[CH2:20]1)(C(C)(C)C)(C1C=CC=CC=1)C1C=CC=CC=1.[F-].C([N+](CCCC)(CCCC)CCCC)CCC>O1CCCC1>[C:33]1([S:30]([NH:29][CH2:28][C:26]2[N:27]=[C:23]([N:21]3[CH2:22][CH:19]([OH:18])[CH2:20]3)[S:24][CH:25]=2)(=[O:32])=[O:31])[CH:34]=[CH:35][CH:36]=[CH:37][CH:38]=1 |f:1.2|. Reported procedure: To a solution of 3-t-butyldiphenylsilyloxy-1-[4-(benzenesulfonylamino)methyl-1,3-thiazol-2-yl]azetidine (2.79 g, 4.95 mmol) (obtained as described in Reference Example 65(1)) in anhydrous tetrahydrofuran (140 ml) was added a solution of 1.0 M tetra-n-butylammonium fluoride in tetrahydrofuran (5.94 ml, 5.94 mmol) in an ice bath and the mixture was stirred in an ice bath for 2 hours. After checking the completion of the reaction, the mixture was partitioned between ethyl acetate and saturated aque... The reactants are CS(=O)(=O)C1=CC=C(C=C1)C=1C=2N(C=CC1)N=C(N2)N (8-(4-methanesulfonyl-phenyl)-[1,2,4]triazolo[1,5-a]pyridin-2-ylamine), BrC=1C=C(C=CC1)N1CCN(CC1)C (1-(3-bromo-phenyl)-4-methyl-piperazine), C1(CCCCC1)P(C1=C(C=CC=C1)C1=C(C=CC=C1)P(C1CCCCC1)C1CCCCC1)C1CCCCC1 (2,2′-bis-dicyclohexylphosphanyl-biphenyl). The product is CS(=O)(=O)C1=CC=C(C=C1)C=1C=2N(C=CC1)N=C(N2)NC2=CC(=CC=C2)N2CCN(CC2)C ([8-(4-Methanesulfonyl-phenyl)-[1,2,4]triazolo[1,5-a]pyridin-2-yl]-[3-(4-methyl-piperazin-1-yl)-phenyl]-amine), solid. Isolated yield 60.0%. As a reaction SMILES: [CH3:1][S:2]([C:5]1[CH:10]=[CH:9][C:8]([C:11]2[C:12]3[N:13]([N:17]=[C:18]([NH2:20])[N:19]=3)[CH:14]=[CH:15][CH:16]=2)=[CH:7][CH:6]=1)(=[O:4])=[O:3].Br[C:22]1[CH:23]=[C:24]([N:28]2[CH2:33][CH2:32][N:31]([CH3:34])[CH2:30][CH2:29]2)[CH:25]=[CH:26][CH:27]=1.C1(P(C2CCCCC2)C2C=CC=CC=2C2C=CC=CC=2P(C2CCCCC2)C2CCCCC2)CCCCC1>>[CH3:1][S:2]([C:5]1[CH:10]=[CH:9][C:8]([C:11]2[C:12]3[N:13]([N:17]=[C:18]([NH:20][C:22]4[CH:27]=[CH:26][CH:25]=[C:24]([N:28]5[CH2:33][CH2:32][N:31]([CH3:34])[CH2:30][CH2:29]5)[CH:23]=4)[N:19]=3)[CH:14]=[CH:15][CH:16]=2)=[CH:7][CH:6]=1)(=[O:3])=[O:4]. Procedure: [8-(4-Methanesulfonyl-phenyl)-[1,2,4]triazolo[1,5-a]pyridin-2-yl]-[3-(4-methyl-piperazin-1-yl)-phenyl]-amine was prepared from 8-(4-methanesulfonyl-phenyl)-[1,2,4]triazolo[1,5-a]pyridin-2-ylamine (75.0 mg, 0.260 mmol) and 1-(3-bromo-phenyl)-4-methyl-piperazine (80.0 mg, 0.314 mmol) with 2,2′-bis-dicyclohexylphosphanyl-biphenyl (30.0 mg, 0.0549 mmol) as the ligand in a manner analogous to Step 2d and was isolated as a yellow solid (0.072 g, 60%). MP=232-234° C. 1H NMR (400 MHz, CDCl3, δ, ppm): 8.... The reactants are OC(CNC(C=1C=C(C=CC1)NC=1C(C(C1OC)=O)=O)C1=CC=C(C=C1)OC)C1=CC=CC=C1 (3-{3-[(2-hydroxy-2-phenylethylamino)-(4-methoxyphenyl)methyl]phenylamino}-4-methoxy-3-cyclobutene-1,2-dione), N (ammonia). The solvent is C(C)O (ethanol). Yields the product NC=1C(C(C1NC1=CC(=CC=C1)C(C1=CC=C(C=C1)OC)NCC(C1=CC=CC=C1)O)=O)=O (3-Amino-4-{3-[(2-hydroxy-2-phenylethylamino)-(4-methoxyphenyl)methyl]phenylamino-}3-cyclobutene-1,2-dione). As a reaction SMILES: [OH:1][CH:2]([C:29]1[CH:34]=[CH:33][CH:32]=[CH:31][CH:30]=1)[CH2:3][NH:4][CH:5]([C:21]1[CH:26]=[CH:25][C:24]([O:27][CH3:28])=[CH:23][CH:22]=1)[C:6]1[CH:7]=[C:8]([NH:12][C:13]2[C:14](=[O:20])[C:15](=[O:19])[C:16]=2OC)[CH:9]=[CH:10][CH:11]=1.[NH3:35]>C(O)C>[NH2:35][C:16]1[C:15](=[O:19])[C:14](=[O:20])[C:13]=1[NH:12][C:8]1[CH:9]=[CH:10][CH:11]=[C:6]([CH:5]([NH:4][CH2:3][CH:2]([OH:1])[C:29]2[CH:30]=[CH:31][CH:32]=[CH:33][CH:34]=2)[C:21]2[CH:22]=[CH:23][C:24]([O:27][CH3:28])=[CH:25][CH:26]=2)[CH:7]=1. Procedure: In a similar manner to that described in Example (1d), 3-{3-[(2-hydroxy-2-phenylethylamino)-(4-methoxyphenyl)methyl]phenylamino}-4-methoxy-3-cyclobutene-1,2-dione (1.35 g) [prepared as described in step (d) above] and a solution of ammonia in ethanol (2N, 19 ml) were reacted, to give the title compound (1.36 g) as a yellow solid. The reactants are COC(C1=C(C(=CC=C1)Cl)Br)=O (2-bromo-3-chlorobenzoic acid methyl ester), C(#N)[Cu] (CuCN), CCOC(=O)C (EtOAc), [OH-].[Na+] (NaOH). Solvent: CN(C)C=O (DMF). Conditions: temperature 90 celsius, time 30 minute. Yields the product COC(C1=C(C(=CC=C1)Cl)C#N)=O (3-chloro-2-cyanobenzoic acid methyl ester). Reaction SMILES: [CH3:1][O:2][C:3](=[O:12])[C:4]1[CH:9]=[CH:8][CH:7]=[C:6]([Cl:10])[C:5]=1Br.[C:13]([Cu])#[N:14].CCOC(C)=O.[OH-].[Na+]>CN(C=O)C>[CH3:1][O:2][C:3](=[O:12])[C:4]1[CH:9]=[CH:8][CH:7]=[C:6]([Cl:10])[C:5]=1[C:13]#[N:14] |f:3.4|. Procedure details: To a solution of 2-bromo-3-chlorobenzoic acid methyl ester (3.86 mmol) in 4 mL DMF was added CuCN (4.24 mmol) and the reaction mixture was heated to 90° C. overnight. After cooling to 10° C., 10 mL EtOAc and 3 mL 1M NaOH solution were added and stirring was continued at RT for 30 min. The aq. phase was separated and extracted twice with EtOAc. The combined organic layers were washed with brine, dried over MgSO4 and concentrated in vacuo. Purification by preparative LC-MS (method L) gives the des... Reactants: ClC=1C=C(C(=O)OC)C=C(C1)C(=O)NC (methyl 3-chloro-5-[(methylamino)carbonyl]benzoate), C(C)O (ethanol), [BH4-].[Li+] (lithium tetrahydroborate). Solvent: O1CCCC1 (tetrahydrofuran). Reaction conditions: temperature 60 celsius, time 4 hour. The product is ClC=1C=C(C(=O)NC)C=C(C1)CO (3-chloro-5-(hydroxymethyl)-N-methylbenzamide). The yield is 54.7%. Reaction SMILES: [Cl:1][C:2]1[CH:3]=[C:4]([CH:9]=[C:10]([C:12]([NH:14][CH3:15])=[O:13])[CH:11]=1)[C:5](OC)=[O:6].C(O)C.[BH4-].[Li+]>O1CCCC1>[Cl:1][C:2]1[CH:11]=[C:10]([CH:9]=[C:4]([CH2:5][OH:6])[CH:3]=1)[C:12]([NH:14][CH3:15])=[O:13] |f:2.3|. Procedure: (Step 1) To a mixed solution of methyl 3-chloro-5-[(methylamino)carbonyl]benzoate (2.5 g) in tetrahydrofuran:ethanol=10:1 (110 ml) was added lithium tetrahydroborate (0.36 g) at room temperature. After stirring at 60° C. for 4 hr, the reaction solution was quenched with ice and extracted with ethyl acetate. The extract was washed with 1N hydrochloric acid and then with saturated brine, and dried over anhydrous magnesium sulfate. The solvent was evaporated under reduced pressure, and the obtained... Reactants: COc1ccc2c(c1)C13CCNC(C2)C1(OC)CCC(=O)C3, BrCC1CC1, [Na+], O=C([O-])O, CN(C)C=O. Product: COc1ccc2c(c1)C13CCN(CC4CC4)C(C2)C1(OC)CCC(=O)C3. As a reaction SMILES: [CH3:1][O:2][c:3]1[cH:4][cH:5][c:6]2[c:15]([cH:16]1)[C:14]13[C:9]([O:21][CH3:22])([CH:8]([CH2:7]2)[NH:19][CH2:18][CH2:17]1)[CH2:10][CH2:11][C:12](=[O:20])[CH2:13]3.[CH:23]1([CH2:26][Br:27])[CH2:24][CH2:25]1.[Na+:32].[O-:28][C:29]([OH:30])=[O:31].[O:33]=[CH:34][N:35]([CH3:36])[CH3:37]>>[CH3:1][O:2][c:3]1[cH:4][cH:5][c:6]2[c:15]([cH:16]1)[C:14]13[C:9]([O:21][CH3:22])([CH:8]([CH2:7]2)[N:19]([CH2:26][CH:23]2[CH2:24][CH2:25]2)[CH2:18][CH2:17]1)[CH2:10][CH2:11][C:12](=[O:20])[CH2:13]3.